This data is from the Open Reaction Database (ORD), a public repository of structured organic reaction records. The task is: describe an organic reaction: reactants, conditions, products, and yield The reactants are C(C)(C)(C)OC(=O)N1CCC(CC1)O (4-Hydroxy-piperidine-1-carboxylic-acid tert-butyl ester), BrCCCCCCBr (1,6-dibromohexane), CNC1CC1 (N-methylcyclopropylamine), Cl (HCl). Yields the product Cl.Cl.C1(CC1)N(CCCCCCOC1CCNCC1)C (Cyclopropyl-methyl-[6-(piperidin-4-yloxy)-hexyl]-amine dihydrochloride). RXN SMILES: C(OC([N:8]1[CH2:13][CH2:12][CH:11]([OH:14])[CH2:10][CH2:9]1)=O)(C)(C)C.Br[CH2:16][CH2:17][CH2:18][CH2:19][CH2:20][CH2:21]Br.[CH3:23][NH:24][CH:25]1[CH2:27][CH2:26]1.[ClH:28]>>[ClH:28].[ClH:28].[CH:25]1([N:24]([CH3:23])[CH2:16][CH2:17][CH2:18][CH2:19][CH2:20][CH2:21][O:14][CH:11]2[CH2:10][CH2:9][NH:8][CH2:13][CH2:12]2)[CH2:27][CH2:26]1 |f:4.5.6|. Reported procedure: In analogy to example 1.2a, 1.5 and 1.3, reaction of 4-Hydroxy-piperidine-1-carboxylic-acid tert-butyl ester and 1,6-dibromohexane, N-methylcyclopropylamine followed by treatment with 4N HCl yielded Cyclopropyl-methyl-[6-(piperidin-4-yloxy)-hexyl]-amine dihydrochloride, MS: 255 (MH+). Starting materials: C(Cl)Cl (methylene chloride), C(C)(C)(C)C1=C(O)C=CC(=C1)O (tert.-butyl hydroquinone), CC(C=C)(C#N)O (methyl vinyl ketone cyanohydrin), P(O)(O)(O)=O (phosphoric acid), crude product. Solvent: C1(=CC=CC=C1)C.C(C)(=O)OCC (toluene ethyl acetate). Yields the product OC=1C=C2CCC(OC2=CC1C(C)(C)C)(C#N)C (6-hydroxy-7-tert.-butyl-2-methyl-2-cyanochromane). Isolated yield 30.0%. RXN SMILES: C(Cl)Cl.[C:4]([C:8]1[CH:14]=[C:13]([OH:15])[CH:12]=[CH:11][C:9]=1[OH:10])([CH3:7])([CH3:6])[CH3:5].[CH3:16][C:17](O)([C:20]#[N:21])[CH:18]=[CH2:19].P(=O)(O)(O)O>C1(C)C=CC=CC=1.C(OCC)(=O)C>[OH:10][C:9]1[CH:11]=[C:12]2[C:13](=[CH:14][C:8]=1[C:4]([CH3:7])([CH3:5])[CH3:6])[O:15][C:17]([CH3:16])([C:20]#[N:21])[CH2:18][CH2:19]2 |f:4.5|. Procedure details: Using the method described in the last paragraph of Example 1, but with methylene chloride instead of toluene, 56.0 g (0.338 mole) of tert.-butyl hydroquinone were reacted with 33.6 g (0.338 mole) of methyl vinyl ketone cyanohydrin, which was stabilized with 1 g of phosphoric acid. After chromatography of the crude product over silica gel, using toluene/ethyl acetate, 6-hydroxy-7-tert.-butyl-2-methyl-2-cyanochromane was obtained in 30% yield, as colorless crystals of melting point 153°-155° C.